The task is: describe an organic reaction: reactants, conditions, products, and yield. This data is from the Open Reaction Database (ORD), a public repository of structured organic reaction records. Starting materials: C(C1=CC=CC=C1)OC1=CC=C(C=C1)NC1=NN(C=C1)C1=CC=CC=C1 (N-(4-benzyloxyphenyl)-1-phenyl-1-H-pyrazol-3-amine), [H][H] (hydrogen). Reagents/catalysts: [Pd] (palladium on carbon). The solvent is C(C)O (ethanol). Yields the product C1(=CC=CC=C1)N1N=C(C=C1)NC1=CC=C(C=C1)O (4-(1-Phenyl-1H-pyrazol-3-yl)aminophenol). Isolated yield 55.7%. RXN SMILES: C([O:8][C:9]1[CH:14]=[CH:13][C:12]([NH:15][C:16]2[CH:20]=[CH:19][N:18]([C:21]3[CH:26]=[CH:25][CH:24]=[CH:23][CH:22]=3)[N:17]=2)=[CH:11][CH:10]=1)C1C=CC=CC=1.[H][H]>C(O)C.[Pd]>[C:21]1([N:18]2[CH:19]=[CH:20][C:16]([NH:15][C:12]3[CH:11]=[CH:10][C:9]([OH:8])=[CH:14][CH:13]=3)=[N:17]2)[CH:22]=[CH:23][CH:24]=[CH:25][CH:26]=1. Procedure details: A suspension of N-(4-benzyloxyphenyl)-1-phenyl-1-H-pyrazol-3-amine (3.17 g) in ethanol (600 ml) was hydrogenated at atmospheric pressure over 10% palladium on carbon until hydrogen uptake ceased. The reaction mixture was filtered and solvent was evaporated. The resulting solid was recrystallised from ether: petroleum ether to give the title compound (1.3 g) mp 147°-148°. The reactants are O=[N+]([O-])c1ccc(Br)cn1, C1COCCN1, CC(C)(C)OC(=O)N1CCN(c2ccc([N+](=O)[O-])nc2)CC1. The product is O=[N+]([O-])c1ccc(N2CCOCC2)cn1. RXN SMILES: [Br:23][c:24]1[cH:25][cH:26][c:27]([N+:28]([O-:29])=[O:31])[n:30][cH:32]1.[CH2:33]1[NH:34][CH2:35][CH2:36][O:37][CH2:38]1.[N+:1](=[O:2])([O-:3])[c:4]1[cH:5][cH:6][c:7]([N:10]2[CH2:11][CH2:12][N:13]([C:16]([O:17][C:18]([CH3:19])([CH3:20])[CH3:21])=[O:22])[CH2:14][CH2:15]2)[cH:8][n:9]1>>[N+:1](=[O:2])([O-:3])[c:4]1[cH:5][cH:6][c:7]([N:10]2[CH2:11][CH2:12][O:31][CH2:14][CH2:15]2)[cH:8][n:9]1. Starting materials: CC(C)C1N(C(=O)OCc2ccccc2)CCC1(O)C1CC1, O. The product is CC(C)C1NCCC1(O)C1CC1. Reaction SMILES: [CH:1]1([C:4]2([OH:22])[CH:5]([CH:19]([CH3:20])[CH3:21])[N:6]([C:9]([O:10][CH2:11][c:12]3[cH:13][cH:14][cH:15][cH:16][cH:17]3)=[O:18])[CH2:7][CH2:8]2)[CH2:2][CH2:3]1.[OH2:23]>>[CH:1]1([C:4]2([OH:22])[CH:5]([CH:19]([CH3:20])[CH3:21])[NH:6][CH2:7][CH2:8]2)[CH2:2][CH2:3]1. Reactants: COC([C@@H](N(SC1=C(C=CC=C1)[N+](=O)[O-])C)C(C1=CC=C(C=C1)OCOC)OC(C1=CC=CC=C1)=O)=O (O-methoxymethyl-N-methyl-N-(2-nitrophenylthio)-β-benzoyloxytyrosine methyl ester), C1(=CC=CC=C1)S (thiophenol), FC(C(=O)O)(F)F (trifluoroacetic acid), C([O-])(O)=O.[Na+] (sodium bicarbonate). Solvent: ClCCl (dichloromethane). Reaction conditions: time 30 minute. Product: COC([C@@H](NC)C(C1=CC=C(C=C1)OCOC)OC(C1=CC=CC=C1)=O)=O (O-methoxymethyl-N-methyl-β-benzoyloxytyrosine methyl ester). Yield: 9.1%. RXN SMILES: [CH3:1][O:2][C:3](=[O:37])[C@H:4]([CH:17]([O:28][C:29](=[O:36])[C:30]1[CH:35]=[CH:34][CH:33]=[CH:32][CH:31]=1)[C:18]1[CH:23]=[CH:22][C:21]([O:24][CH2:25][O:26][CH3:27])=[CH:20][CH:19]=1)[N:5]([CH3:16])SC1C=CC=CC=1[N+]([O-])=O.C1(S)C=CC=CC=1.FC(F)(F)C(O)=O.C(=O)(O)[O-].[Na+]>ClCCl>[CH3:1][O:2][C:3](=[O:37])[C@H:4]([CH:17]([O:28][C:29](=[O:36])[C:30]1[CH:31]=[CH:32][CH:33]=[CH:34][CH:35]=1)[C:18]1[CH:23]=[CH:22][C:21]([O:24][CH2:25][O:26][CH3:27])=[CH:20][CH:19]=1)[NH:5][CH3:16] |f:3.4|. Procedure details: To a solution of O-methoxymethyl-N-methyl-N-(2-nitrophenylthio)-β-benzoyloxytyrosine methyl ester (threo isomer) (4.94 g) in dichloromethane (50 ml) were added thiophenol (4.8 ml) and trifluoroacetic acid (2.5 ml) at 0° C. After stirring for 30 minutes, sodium bicarbonate aqueous solution was added to the mixture. The organic layer was washed with sodium bicarbonate aqueous solution and brine. After evaporating, the residue was put on a column of silica gel (MERCK 7734, 100 g) and eluted with 5%...